Dataset: the Open Reaction Database (ORD), a public repository of structured organic reaction records. Task: describe an organic reaction: reactants, conditions, products, and yield Reaction conditions: temperature 50 celsius, time 3 hour. Isolated yield 87.0%. Run in CS(=O)C (DMSO). The product is OCCOC=1C(=NC=CN1)N1[C@@H](CN(CC1)C(=O)OC(C)(C)C)C (tert-Butyl (3R)-4-[3-(2-hydroxyethoxy)pyrazin-2-yl]-3-methylpiperazine-1-carboxylate). Reaction SMILES: Cl[C:2]1[C:3]([N:8]2[CH2:13][CH2:12][N:11]([C:14]([O:16][C:17]([CH3:20])([CH3:19])[CH3:18])=[O:15])[CH2:10][C@H:9]2[CH3:21])=[N:4][CH:5]=[CH:6][N:7]=1.[CH2:22]([OH:25])[CH2:23][OH:24].CC([O-])(C)C.[K+]>CS(C)=O>[OH:24][CH2:23][CH2:22][O:25][C:2]1[C:3]([N:8]2[CH2:13][CH2:12][N:11]([C:14]([O:16][C:17]([CH3:20])([CH3:19])[CH3:18])=[O:15])[CH2:10][C@H:9]2[CH3:21])=[N:4][CH:5]=[CH:6][N:7]=1 |f:2.3|. Procedure details: A mixture of tert-butyl (3R)-4-(3-chloropyrazin-2-yl)-3-methylpiperazine-1-carboxylate* (35 g, 0.11 mol), ethylene glycol (100 g, 1.61 mol) and t-BuOK (25 g, 0.22 mol) in DMSO (150 g) was stirred at 50° C. for 3 h. After this time, the reaction mixture was partitioned between EtOAc (500 g) and water (500 g) and sodium chloride (20 g) was added. The organic layer was concentrated in vacuo to furnish 32.5 g (87%) of the title product. HPLC purity: 75%. HRMS m/z calcd for C16H26N4O4 (M)+ 338.1954, ... Reactants: ClC=1C(=NC=CN1)N1[C@@H](CN(CC1)C(=O)OC(C)(C)C)C (tert-butyl (3R)-4-(3-chloropyrazin-2-yl)-3-methylpiperazine-1-carboxylate), C(CO)O (ethylene glycol), CC(C)(C)[O-].[K+] (t-BuOK). The reactants are BrC1=CC=CC(=N1)C=O (6-bromopyridine-2-carbaldehyde), NC(C(C)(O)C)C (3-amino-2-methylbutan-2-ol). Product: BrC1=CC=CC(=N1)CNC(C(C)(O)C)C (3-{[(6-Bromopyridin-2-yl)methyl]amino}-2-methylbutan-2-ol). As a reaction SMILES: [Br:1][C:2]1[N:7]=[C:6]([CH:8]=O)[CH:5]=[CH:4][CH:3]=1.[NH2:10][CH:11]([CH3:16])[C:12]([CH3:15])([OH:14])[CH3:13]>>[Br:1][C:2]1[N:7]=[C:6]([CH2:8][NH:10][CH:11]([CH3:16])[C:12]([CH3:15])([OH:14])[CH3:13])[CH:5]=[CH:4][CH:3]=1. Reported procedure: The title compound was prepared according to the procedure in Example 45, Step 1 using 6-bromopyridine-2-carbaldehyde (0.20 g, 1.08 mmol) and 3-amino-2-methylbutan-2-ol (0.11 g, 1.08 mmol) as the starting materials. The reactants are ClC1C(NC2=CC(=C(C=C2C1)F)N1N=NN(C1=O)CCCF)=O (1-(3-chloro-6-fluoro-3,4-dihydroquinolin-2(1H)-one-7-yl)-4-(3-fluoropropyl)-1,4-dihydro-5H-tetrazol-5-one), C([O-])([O-])=O.[K+].[K+] (potassium carbonate), ICC (2-iodoethane). The solvent is CN(C=O)C (dimethylformamide). Run at time 1 hour. The product is C(C)N1C(C=CC2=CC(=C(C=C12)N1N=NN(C1=O)CCCF)F)=O (1[1 -ethyl-6-fluoroquinolin-2(1H)-one-7-yl]-4-(3-fluoropropyl)-1,4-dihydro-5H-tetrazol-5-one). Isolated yield 44.2%. RXN SMILES: Cl[CH:2]1[CH2:11][C:10]2[C:5](=[CH:6][C:7]([N:13]3[C:17](=[O:18])[N:16]([CH2:19][CH2:20][CH2:21][F:22])[N:15]=[N:14]3)=[C:8]([F:12])[CH:9]=2)[NH:4][C:3]1=[O:23].C(=O)([O-])[O-].[K+].[K+].I[CH2:31][CH3:32]>CN(C)C=O>[CH2:31]([N:4]1[C:5]2[C:10](=[CH:9][C:8]([F:12])=[C:7]([N:13]3[C:17](=[O:18])[N:16]([CH2:19][CH2:20][CH2:21][F:22])[N:15]=[N:14]3)[CH:6]=2)[CH:11]=[CH:2][C:3]1=[O:23])[CH3:32] |f:1.2.3|. Procedure: A solution of 1.8 g (0.0052 mole) of 1-(3-chloro-6-fluoro-3,4-dihydroquinolin-2(1H)-one-7-yl)-4-(3-fluoropropyl)-1,4-dihydro-5H-tetrazol-5-one and 1.1 g (0.0079 mole) of potassium carbonate in 50 mL of dimethylformamide was stirred at room temperature for 30 minutes. To this solution was added 1.6 g (0.011 mole) of 2-iodoethane, and the reaction mixture was stirred at room temperature for one hour, then was heated at 40° C. for two days. The reaction mixture was heated at 70° C. for four hours, ... Starting materials: ClC1=CC=C2C(NC(=NN21)C)=O (7-chloro-2-methyl-3H-pyrrolo[2,1-f][1,2,4]triazin-4-one), C(=O)([O-])[O-].[Cs+].[Cs+] (Cs2CO3), C(C1=CC=CC=C1)Br (benzyl bromide). The solvent is O (water), O1CCOCC1 (dioxane). Reaction conditions: temperature 95 celsius, time 1 hour. The product is C(C1=CC=CC=C1)N1C(=NN2C(C1=O)=CC=C2Cl)C (3-Benzyl-7-chloro-2-methyl-3H-pyrrolo[2,1-f][1,2,4]triazin-4-one). Yield: 86.0%. Reaction SMILES: [Cl:1][C:2]1[N:10]2[C:5]([C:6](=[O:12])[NH:7][C:8]([CH3:11])=[N:9]2)=[CH:4][CH:3]=1.C([O-])([O-])=O.[Cs+].[Cs+].[CH2:19](Br)[C:20]1[CH:25]=[CH:24][CH:23]=[CH:22][CH:21]=1>O1CCOCC1.O>[CH2:19]([N:7]1[C:6](=[O:12])[C:5]2=[CH:4][CH:3]=[C:2]([Cl:1])[N:10]2[N:9]=[C:8]1[CH3:11])[C:20]1[CH:25]=[CH:24][CH:23]=[CH:22][CH:21]=1 |f:1.2.3|. Reported procedure: To a stirred mixture of 7-chloro-2-methyl-3H-pyrrolo[2,1-f][1,2,4]triazin-4-one (1.10 g, 5.99 mmol) and Cs2CO3 (2.25 g, 6.9 mmol) in dioxane (20 mL) was added benzyl bromide (0.76 mL, 6.16 mmol) and heated at 95° C. under nitrogen for 3 h. The reaction mixture was cooled to rt, diluted with water and stirred for 1 h. The precipitated solid was collected and washed with water, dried in vaccum over P2O5 at 35° C. to give the title compound (1.41 g, 87%): 1H NMR (CDCl3) δ 7.26 (m, 2H), 7.20 (m, 1H)...